From a dataset of the Open Reaction Database (ORD), a public repository of structured organic reaction records. describe an organic reaction: reactants, conditions, products, and yield The reactants are CC1=C(O)C=C(C(=C1)O)C (2,5-dimethylhydroquinone), ClC=1C=CC(=C(C1)N(C(OC(C)(C)C)=O)C)[N+](=O)[O-] (t-butyl N-(5-chloro-2-nitrophenyl)-N-methylcarbamate), [H-].[Na+] (sodium hydride). The solvent is CN(C=O)C (N,N-dimethylformamide). Yields the product OC1=CC(=C(OC=2C=CC(=C(C2)N(C(OC(C)(C)C)=O)C)[N+](=O)[O-])C=C1C)C (t-Butyl N-[5-(4-hydroxy-2,5-dimethylphenoxy)-2-nitrophenyl]N-methylcarbamate). Yield: 44.3%. RXN SMILES: [CH3:1][C:2]1[CH:8]=[C:7]([OH:9])[C:6]([CH3:10])=[CH:5][C:3]=1[OH:4].Cl[C:12]1[CH:13]=[CH:14][C:15]([N+:27]([O-:29])=[O:28])=[C:16]([N:18]([CH3:26])[C:19](=[O:25])[O:20][C:21]([CH3:24])([CH3:23])[CH3:22])[CH:17]=1.[H-].[Na+]>CN(C)C=O>[OH:4][C:3]1[C:2]([CH3:1])=[CH:8][C:7]([O:9][C:12]2[CH:13]=[CH:14][C:15]([N+:27]([O-:29])=[O:28])=[C:16]([N:18]([CH3:26])[C:19](=[O:25])[O:20][C:21]([CH3:22])([CH3:23])[CH3:24])[CH:17]=2)=[C:6]([CH3:10])[CH:5]=1 |f:2.3|. Procedure details: In a similar manner to that described in Reference Example 6, a reaction was carried out using 2,5-dimethylhydroquinone (1.38 g), t-butyl N-(5-chloro-2-nitrophenyl)-N-methylcarbamate (2.87 g), sodium hydride (55 wt. %, 0.87 g) and anhydrous N,N-dimethylformamide (20 ml) and the reaction mixture was purified to give the title compound (1.72 g). Reactants: C(C)N1CC=2N(CC1)N=C(C2)N (5-ethyl-4,5,6,7-tetrahydropyrazolo[1,5-a]pyrazin-2-amine), BrC=1C(N(N=C(C1)Cl)C)=O (4-bromo-6-chloro-2-methylpyridazin-3(2H)-one), C([O-])([O-])=O.[Cs+].[Cs+] (cesium carbonate), C1(=CC=CC=C1)P(C1=CC=CC=2C(C3=CC=CC(=C3OC12)P(C1=CC=CC=C1)C1=CC=CC=C1)(C)C)C1=CC=CC=C1 (4,5-bis(diphenylphosphino)-9,9-dimethylxanthene). The reagents and catalysts are C=1C=CC(=CC1)/C=C/C(=O)/C=C/C2=CC=CC=C2.C=1C=CC(=CC1)/C=C/C(=O)/C=C/C2=CC=CC=C2.[Pd] (bis(dibenzylideneacetone)palladium). The solvent is ClCCl (dichloromethane), O (water), O1CCOCC1 (dioxane). Run at temperature 90 celsius. Product: ClC=1C=C(C(N(N1)C)=O)NC1=NN2C(CN(CC2)CC)=C1 (6-chloro-4-(5-ethyl-4,5,6,7-tetrahydro -pyrazolo[1,5-a]pyrazin-2-ylamino)-2-methyl-2H-pyridazin-3-one). Isolated yield 76.7%. Reaction SMILES: [CH2:1]([N:3]1[CH2:8][CH2:7][N:6]2[N:9]=[C:10]([NH2:12])[CH:11]=[C:5]2[CH2:4]1)[CH3:2].Br[C:14]1[C:15](=[O:22])[N:16]([CH3:21])[N:17]=[C:18]([Cl:20])[CH:19]=1.C(=O)([O-])[O-].[Cs+].[Cs+].C1(P(C2C=CC=CC=2)C2C3OC4C(=CC=CC=4P(C4C=CC=CC=4)C4C=CC=CC=4)C(C)(C)C=3C=CC=2)C=CC=CC=1>ClCCl.O.C1C=CC(/C=C/C(/C=C/C2C=CC=CC=2)=O)=CC=1.C1C=CC(/C=C/C(/C=C/C2C=CC=CC=2)=O)=CC=1.[Pd].O1CCOCC1>[Cl:20][C:18]1[CH:19]=[C:14]([NH:12][C:10]2[CH:11]=[C:5]3[CH2:4][N:3]([CH2:1][CH3:2])[CH2:8][CH2:7][N:6]3[N:9]=2)[C:15](=[O:22])[N:16]([CH3:21])[N:17]=1 |f:2.3.4,8.9.10|. Procedure details: In a 250 mL round-bottomed flask, 5-ethyl-4,5,6,7-tetrahydropyrazolo[1,5-a]pyrazin-2-amine (350 mg, 2.11 mmol, Eq: 1.00), 4-bromo-6-chloro-2-methylpyridazin-3(2H)-one (471 mg, 2.11 mmol, Eq: 1.00), cesium carbonate (2.4 g, 7.37 mmol, Eq: 3.50) and 4,5-bis(diphenylphosphino)-9,9-dimethylxanthene (183 mg, 316 μmol, Eq: 0.15) were combined with dioxane (40 ml) and the reaction mixture was flushed with argon. Then bis(dibenzylideneacetone)palladium (90.8 mg, 158 μmol, Eq: 0.075) was added and the re... The reactants are CO (methanol), solution, B(Cl)(Cl)Cl (boron trichloride), C1OC=2C=C(CNC3=NC=NC4=C(C(=C(C=C34)OC)OC)OC)C=CC2O1 (4-(3,4-methylenedioxybenzyl)amino-6,7,8-trimethoxyquinazoline). The solvent is C(Cl)Cl (methylene chloride), C(Cl)(Cl)Cl (chloroform). Yields the product Cl.OC=1C=C(CNC2=NC=NC3=C(C(=C(C=C23)OC)OC)OC)C=CC1O (4-(3,4-Dihydroxybenzyl)amino-6,7,8-trimethoxyquinazoline hydrochloride). The yield is 28.0%. RXN SMILES: B(Cl)(Cl)[Cl:2].C1[O:31][C:30]2[CH:29]=[CH:28][C:9]([CH2:10][NH:11][C:12]3[C:21]4[C:16](=[C:17]([O:26][CH3:27])[C:18]([O:24][CH3:25])=[C:19]([O:22][CH3:23])[CH:20]=4)[N:15]=[CH:14][N:13]=3)=[CH:8][C:7]=2[O:6]1.CO>C(Cl)Cl.C(Cl)(Cl)Cl>[ClH:2].[OH:6][C:7]1[CH:8]=[C:9]([CH:28]=[CH:29][C:30]=1[OH:31])[CH2:10][NH:11][C:12]1[C:21]2[C:16](=[C:17]([O:26][CH3:27])[C:18]([O:24][CH3:25])=[C:19]([O:22][CH3:23])[CH:20]=2)[N:15]=[CH:14][N:13]=1 |f:5.6|. Procedure details: 30 ml of a 1.0 M solution of boron trichloride in methylene chloride was dropped into a solution of 2.00 g (5.41 mmol) of 4-(3,4-methylenedioxybenzyl)amino-6,7,8-trimethoxyquinazoline in 150 ml of chloroform under stirring at room temperature. The obtained mixture was stirred at room temperature for 2 days, followed by the addition of methanol and the obtained mixture was distilled under a reduced pressure to remove the solvent. This procedure was repeated thrice and the obtained residue was pur... Reactants: N#Cc1cccc(C(=O)Cl)c1, CN1CCC(C(=O)c2cccc(N)c2)CC1. The product is CN1CCC(C(=O)c2cccc(NC(=O)c3cccc(C#N)c3)c2)CC1. As a reaction SMILES: [C:17](#[N:18])[c:19]1[cH:20][c:21]([C:22](=[O:23])[Cl:24])[cH:25][cH:26][cH:27]1.[NH2:1][c:2]1[cH:3][c:4]([C:5](=[O:6])[CH:7]2[CH2:8][CH2:9][N:10]([CH3:13])[CH2:11][CH2:12]2)[cH:14][cH:15][cH:16]1>>[NH:1]([c:2]1[cH:3][c:4]([C:5](=[O:6])[CH:7]2[CH2:8][CH2:9][N:10]([CH3:13])[CH2:11][CH2:12]2)[cH:14][cH:15][cH:16]1)[C:22]([c:21]1[cH:20][c:19]([C:17]#[N:18])[cH:27][cH:26][cH:25]1)=[O:23]. Starting materials: Cl.N1=CC=C(C=C1)CCS (2-(pyridin-4-yl)ethanethiol hydrochloride), FC1=CC=C(C=C1)[N+](=O)[O-] (4-fluoro-1-nitrobenzene), C(=O)([O-])[O-].[K+].[K+] (K2CO3). Run in C(C)#N (acetonitrile). Yields the product [N+](=O)([O-])C1=CC=C(C=C1)SCCC1=CC=NC=C1 (4-(2-((4-nitrophenyl)thio)ethyl)pyridine). As a reaction SMILES: Cl.[N:2]1[CH:7]=[CH:6][C:5]([CH2:8][CH2:9][SH:10])=[CH:4][CH:3]=1.F[C:12]1[CH:17]=[CH:16][C:15]([N+:18]([O-:20])=[O:19])=[CH:14][CH:13]=1.C([O-])([O-])=O.[K+].[K+]>C(#N)C>[N+:18]([C:15]1[CH:16]=[CH:17][C:12]([S:10][CH2:9][CH2:8][C:5]2[CH:6]=[CH:7][N:2]=[CH:3][CH:4]=2)=[CH:13][CH:14]=1)([O-:20])=[O:19] |f:0.1,3.4.5|. Procedure details: A mixture of 2-(pyridin-4-yl)ethanethiol hydrochloride (3.84 g, 21.8 mmol, 4-fluoro-1-nitrobenzene (6.12 g, 43.3 mmol), and K2CO3 (9.0 g, 65.1 mmol) in acetonitrile (150 mL) was refluxed overnight. The reaction mixture was filtered and the filtrate was concentrated to dryness. The residue was purified by column chromatography on silica gel (EtOAc/PE=1/1) to afford 2.0 g of 4-(2-((4-nitrophenyl)thio)ethyl)pyridine as a light yellow solid. 1H NMR (300 MHz, CDCl3) δ 8.55 (d, 2H), 8.14 (d, 2H), 7.34...